Dataset: the Open Reaction Database (ORD), a public repository of structured organic reaction records. Task: describe an organic reaction: reactants, conditions, products, and yield Reactants: BrB(Br)Br, ClCCl, COCC(C)Oc1cc(Oc2cnc(S(C)(=O)=O)cn2)cc(-c2ccc(C3=NC(C(C)O)CO3)[nH]2)c1, [Na+], [OH-]. Product: CC(CO)Oc1cc(Oc2cnc(S(C)(=O)=O)cn2)cc(-c2ccc(C3=NC(C(C)O)CO3)[nH]2)c1. Reaction SMILES: [B:37]([Br:38])([Br:39])[Br:40].[CH2:43]([Cl:44])[Cl:45].[CH3:1][O:2][CH2:3][CH:4]([CH3:5])[O:6][c:7]1[cH:8][c:9](-[c:24]2[cH:25][cH:26][c:27]([C:29]3=[N:33][CH:32]([CH:34]([CH3:35])[OH:36])[CH2:31][O:30]3)[nH:28]2)[cH:10][c:11]([O:13][c:14]2[n:15][cH:16][c:17]([S:20](=[O:21])(=[O:22])[CH3:23])[n:18][cH:19]2)[cH:12]1.[Na+:42].[OH-:41]>>[OH:2][CH2:3][CH:4]([CH3:5])[O:6][c:7]1[cH:8][c:9](-[c:24]2[cH:25][cH:26][c:27]([C:29]3=[N:33][CH:32]([CH:34]([CH3:35])[OH:36])[CH2:31][O:30]3)[nH:28]2)[cH:10][c:11]([O:13][c:14]2[n:15][cH:16][c:17]([S:20](=[O:21])(=[O:22])[CH3:23])[n:18][cH:19]2)[cH:12]1. The reactants are CCOC(=O)CBr, ClCCl, COc1cc2c(cc1C(F)(F)F)NC(=O)CO2, CO, [H-], [Na+], C1CCOC1. The product is CCOC(=O)CN1C(=O)COc2cc(OC)c(C(F)(F)F)cc21. As a reaction SMILES: [Br:20][CH2:21][C:22](=[O:23])[O:24][CH2:25][CH3:26].[CH2:27]([Cl:28])[Cl:29].[CH3:1][O:2][c:3]1[cH:4][c:5]2[c:6]([cH:12][c:13]1[C:14]([F:15])([F:16])[F:17])[NH:7][C:8](=[O:11])[CH2:9][O:10]2.[CH3:35][OH:36].[H-:18].[Na+:19].[O:30]1[CH2:31][CH2:32][CH2:33][CH2:34]1>>[CH3:1][O:2][c:3]1[cH:4][c:5]2[c:6]([cH:12][c:13]1[C:14]([F:15])([F:16])[F:17])[N:7]([CH2:21][C:22](=[O:23])[O:24][CH2:25][CH3:26])[C:8](=[O:11])[CH2:9][O:10]2. Starting materials: [Na] (sodium), SC=1NC2=C(C=NC=C2)N1 (2-mercapto-1H-imidazo[4,5-c]pyridine), ClCC=1C=C(C=CC1)C(F)(F)F (α'-chloro-α,α,α-trifluoro-m-xylene), ice water. Run in CO (methanol), CN(C)C=O (DMF). Reaction conditions: time 15 minute. The product is FC(C=1C=C(C=CC1)CSC=1NC2=C(C=NC=C2)N1)(F)F (2-[[[3-(Trifluoromethyl)phenyl]methyl]thio]-1H-imidazo[4,5-c]pyridine). Reaction SMILES: [Na].[SH:2][C:3]1[NH:4][C:5]2[CH:10]=[CH:9][N:8]=[CH:7][C:6]=2[N:11]=1.Cl[CH2:13][C:14]1[CH:15]=[C:16]([C:20]([F:23])([F:22])[F:21])[CH:17]=[CH:18][CH:19]=1>CO.CN(C=O)C>[F:21][C:20]([F:22])([F:23])[C:16]1[CH:15]=[C:14]([CH2:13][S:2][C:3]2[NH:4][C:5]3[CH:10]=[CH:9][N:8]=[CH:7][C:6]=3[N:11]=2)[CH:19]=[CH:18][CH:17]=1 |^1:0|. Reported procedure: To a solution of 0.15 g (0.0065 g atom) of sodium in 35 mL of methanol was added 1.0 g (0.0066 mol) of 2-mercapto-1H-imidazo[4,5-c]pyridine. After stirring for 15 minutes at room temperature, the methanol was removed in a rotary evaporator. The residue was dissolved in 20 mL of DMF and 1.28 g (0.0066 mol) of α'-chloro-α,α,α-trifluoro-m-xylene in 2 mL of DMF was added dropwise to the reaction solution. The reaction mixture was stirred at room temperature overnight and was then poured into 150 mL ...